Dataset: the Open Reaction Database (ORD), a public repository of structured organic reaction records. Task: describe an organic reaction: reactants, conditions, products, and yield The reactants are C(C)(=O)OCC(CCN1C2=NC(=NC(=C2N=C1)Cl)N)COC(C)=O (9-(4-acetoxy-3-acetoxymethylbut-l-yl)-2-amino-6-chloropurine), O (water), [OH-].[Na+] (sodium hydroxide). Run in C(=O)O (formic acid), C(=O)O (formic acid). Reaction conditions: temperature 42.5 celsius. Yields the product OCC(CCN1C=2N=C(NC(C2N=C1)=O)N)CO.C1=NC2=C(N1CCC(CO)CO)N=C(N=C2O)N (9-(4-hydroxy-3-hydroxymethylbut-l-yl) guanine penciclovir). RXN SMILES: C([O:4][CH2:5][CH:6]([CH2:20][O:21]C(=O)C)[CH2:7][CH2:8][N:9]1[CH:17]=[N:16][C:15]2[C:10]1=[N:11][C:12]([NH2:19])=[N:13][C:14]=2Cl)(=O)C.[OH2:25].[OH-].[Na+]>C(O)=O>[OH:4][CH2:5][CH:6]([CH2:20][OH:21])[CH2:7][CH2:8][N:9]1[CH:17]=[N:16][C:15]2[C:14](=[O:25])[NH:13][C:12]([NH2:19])=[N:11][C:10]1=2.[CH:17]1[N:9]([CH2:8][CH2:7][CH:6]([CH2:20][OH:21])[CH2:5][OH:4])[C:10]2[N:11]=[C:12]([NH2:19])[N:13]=[C:14]([OH:25])[C:15]=2[N:16]=1 |f:2.3,5.6|. Procedure details: A mixture of 9-(4-acetoxy-3-acetoxymethylbut-l-yl)-2-amino-6-chloropurine (10 g, 28.1 mmole), formic acid (96%, 6.3 ml) and water (55 ml) was stirred and heated to reflux for about 4 hours. After cooling the solution was basified by mixing with sodium hydroxide solution (12.5M, 27 ml) and the resulting solution was stirred for 1.5 hrs. The solution was neutralised by the addition of formic acid. The resultant slurry was heated to reflux (ca 105° C.) then cooled to 40-45° C. and stirred for about...